describe an organic reaction: reactants, conditions, products, and yield From a dataset of the Open Reaction Database (ORD), a public repository of structured organic reaction records. Starting materials: C(C)(C)OC(=O)N=NC(=O)OC(C)C (azodicarboxylic acid diisopropyl ester), C(C)(C)OC(=O)N=NC(=O)OC(C)C (ADC), C(C)OC(=O)C=1SC(=C(C1O)O)C(=O)OCC (3,4-dihydroxythiophen-2,5-dicarboxylic acid diethyl ester), FC(CO)(CO)F (2,2-difluoro-1,3-propanediol), C(CCC)P(CCCC)CCCC (tributylphosphine). Solvent: O1CCCC1 (tetrahydrofuran). Run at temperature 100 celsius, time 4 day. Product: C(C)OC(=O)C=1SC(=C2OCC(COC21)(F)F)C(=O)OCC (3,3-difluoro-3,4-dihydro-2H-thieno[3,4-b][1,4]-dioxepine-6,8-dicarboxylic acid diethyl ester). RXN SMILES: C(OC(N=NC(OC(C)C)=O)=O)(C)C.[CH2:15]([O:17][C:18]([C:20]1[S:21][C:22]([C:27]([O:29][CH2:30][CH3:31])=[O:28])=[C:23]([OH:26])[C:24]=1[OH:25])=[O:19])[CH3:16].[F:32][C:33]([F:38])([CH2:36]O)[CH2:34]O.C(P(CCCC)CCCC)CCC>O1CCCC1>[CH2:30]([O:29][C:27]([C:22]1[S:21][C:20]([C:18]([O:17][CH2:15][CH3:16])=[O:19])=[C:24]2[C:23]=1[O:26][CH2:36][C:33]([F:38])([F:32])[CH2:34][O:25]2)=[O:28])[CH3:31]. Procedure: 3,3-Difluoro-3,4-dihydro-2H-thieno[3,4-b][1,4]-dioxepine-6,8-dicarboxylic acid diethyl ester was synthesized by adding dropwise 3.4 mL (17.2 mmol) of azodicarboxylic acid diisopropyl ester (ADC) to a mixture of 1.77 g (6.67 mmol) of 3,4-dihydroxythiophen-2,5-dicarboxylic acid diethyl ester, 748 mg of 2,2-difluoro-1,3-propanediol and 4.3 mL of tributylphosphine in 12 mL of absolute tetrahydrofuran under argon at 20° C. with ice-cooling. After completion of the addition of ADC the resulting mixtur... Reactants: CNC[C@@H](O)C1=NC=CC=C1 ((1R)-2-(methylamino)-1-pyridin-2-ylethanol), C1(=CC=C(C=C1)S(=O)(=O)N[C@H]([C@@H](N)C1=CC=CC=C1)C1=CC=CC=C1)C ((1S,2S)-N-p-toluenesulfonyl-1,2-diphenylethylenediamine), C(C)(=O)C1=NC=CC=C1 (2-acetylpyridine). Yields the product CNC[C@H](O)C1=NC=CC=C1 ((1S)-2-(methylamino)-1-pyridin-2-ylethanol). RXN SMILES: [CH3:1][NH:2][CH2:3][C@H:4]([C:6]1[CH:11]=[CH:10][CH:9]=[CH:8][N:7]=1)[OH:5].C1(C)C=CC(S(N[C@@H](C2C=CC=CC=2)[C@H](C2C=CC=CC=2)N)(=O)=O)=CC=1.C(C1C=CC=CN=1)(=O)C>>[CH3:1][NH:2][CH2:3][C@@H:4]([C:6]1[CH:11]=[CH:10][CH:9]=[CH:8][N:7]=1)[OH:5]. Reported procedure: As described for the preparation of (1R)-2-(methylamino)-1-pyridin-2-ylethanol (Preparations 65-69), using (1S,2S)-N-p-toluenesulfonyl-1,2-diphenylethylenediamine in place of (1R,2R)-N-p-toluenesulfonyl-1,2-diphenylethylenediamine, 2-acetylpyridine was converted to the title compound, isolated as an amber oil. Starting materials: C(CC(=O)OCC1=CC(=CC=C1)C(C1=CC=C(C=C1)Cl)=O)(=O)OCC (ethyl 3-(p-chlorobenzoyl)-benzyl malonate), S(O)(O)(=O)=O (sulfuric acid), O (water), C(C)(=O)O (acetic acid), O (water). Product: ClC1=CC=C(C(=O)C=2C=C(C=CC2)CCC(=O)O)C=C1 (3-(3'-p-chlorobenzoyl-phenyl)-propionic acid). RXN SMILES: C(OCC)(=O)CC(O[CH2:6][C:7]1[CH:12]=[CH:11][CH:10]=[C:9]([C:13](=[O:21])[C:14]2[CH:19]=[CH:18][C:17]([Cl:20])=[CH:16][CH:15]=2)[CH:8]=1)=O.S(=O)(=O)(O)O.O.[C:32]([OH:35])(=[O:34])[CH3:33]>>[Cl:20][C:17]1[CH:16]=[CH:15][C:14]([C:13]([C:9]2[CH:8]=[C:7]([CH2:6][CH2:33][C:32]([OH:35])=[O:34])[CH:12]=[CH:11][CH:10]=2)=[O:21])=[CH:19][CH:18]=1. Procedure: A solution of 15.2 g of ethyl 3-(p-chlorobenzoyl)-benzyl malonate in 50 ml of acetic acid was added to a solution of 50 ml of sulfuric acid and 50 ml of water and the mixture was refluxed under a nitrogen atmosphere for 20 hours and then cooled to room temperature. The mixture was poured into water and then extracted with methylene chloride. The organic phase was extracted with N sodium hydroxide and the alkaline phase was treated with activated carbon, filtered and acidified by addition at 10°C... Starting materials: C(C1=CC=CC=C1)OC1=C(C2=C(C(C=C(O2)C(OCC)OCC)=O)C=C1)CCC (7-Benzyloxy-2-diethoxymethyl-8-propyl-4H-1-benzopyran-4-one), S(O)(O)(=O)=O (sulphuric acid). Run in C(C)(=O)O (acetic acid). Conditions: time 30 minute. Yields the product C(C1=CC=CC=C1)OC1=C(C2=C(C(C=C(O2)C=O)=O)C=C1)CCC (7-Benzyloxy-4-oxo-8-propyl-4H-1-benzopyran-2-carboxaldehyde). The yield is 41.1%. RXN SMILES: [CH2:1]([O:8][C:9]1[CH:26]=[CH:25][C:12]2[C:13](=[O:24])[CH:14]=[C:15]([CH:17](OCC)[O:18]CC)[O:16][C:11]=2[C:10]=1[CH2:27][CH2:28][CH3:29])[C:2]1[CH:7]=[CH:6][CH:5]=[CH:4][CH:3]=1.S(=O)(=O)(O)O>C(O)(=O)C>[CH2:1]([O:8][C:9]1[CH:26]=[CH:25][C:12]2[C:13](=[O:24])[CH:14]=[C:15]([CH:17]=[O:18])[O:16][C:11]=2[C:10]=1[CH2:27][CH2:28][CH3:29])[C:2]1[CH:3]=[CH:4][CH:5]=[CH:6][CH:7]=1. Procedure details: 7-Benzyloxy-2-diethoxymethyl-8-propyl-4H-1-benzopyran-4-one (5.0 g) was dissolved in glacial acetic acid (50 ml), and 10% sulphuric acid (25 ml) was added. Steam was passed through the solution for 30 minutes. On cooling the yellow crystals which formed were filtered off, washed with light petroleum (bp 40°-60°), chromatographed on silica gel with ether, and then crystallised from ether to give the aldehyde (1.67 g), mp 150°. Procedure: 2-Amino-3-ethylpyridine (Wonda Science, CAS[42753-67-3]; 12.2 g, 0.1 mol) is dissolved by stirring in 500 ml of ethyl acetate with 10 ml DMF. A thermometer is placed in the solution to monitor temperature. N-Chlorosuccinimide (13.3 g, 0.1 mol) is added in several portions to keep the solution at room temperature. The solution becomes dark in color and is stirred at room temperature overnight. The supernatant is decanted from the dark solids that formed and transferred to a separatory funnel. The... As a reaction SMILES: [NH2:1][C:2]1[C:7]([CH2:8][CH3:9])=[CH:6][CH:5]=[CH:4][N:3]=1.CN(C=O)C.[Cl:15]N1C(=O)CCC1=O>C(OCC)(=O)C>[NH2:1][C:2]1[C:7]([CH2:8][CH3:9])=[CH:6][C:5]([Cl:15])=[CH:4][N:3]=1. The reactants are NC1=NC=CC=C1CC (2-Amino-3-ethylpyridine), CN(C)C=O (DMF), ClN1C(CCC1=O)=O (N-Chlorosuccinimide). The product is NC1=NC=C(C=C1CC)Cl (2-Amino-3-ethyl-5-chloropyridine). Run at time 8 hour. The solvent is hexanes, C(C)(=O)OCC (ethyl acetate). Product: FC1=C(C(=CC(=C1)[N+](=O)[O-])F)N1C=C(C=2C(=NC=CC21)OC)I (1-(2,6-difluoro-4-nitrophenyl)-3-iodo-4-methoxy-1H-pyrrolo[3,2-c]pyridine). As a reaction SMILES: [I:1][C:2]1[C:6]2[C:7]([O:11][CH3:12])=[N:8][CH:9]=[CH:10][C:5]=2[NH:4][CH:3]=1.C1OCCOCCOCCOCCOC1.[H-].[Na+].[F:30][C:31]1[CH:36]=[C:35]([N+:37]([O-:39])=[O:38])[CH:34]=[C:33]([F:40])[C:32]=1F>CN(C=O)C>[F:30][C:31]1[CH:36]=[C:35]([N+:37]([O-:39])=[O:38])[CH:34]=[C:33]([F:40])[C:32]=1[N:4]1[C:5]2[CH:10]=[CH:9][N:8]=[C:7]([O:11][CH3:12])[C:6]=2[C:2]([I:1])=[CH:3]1 |f:2.3|. Starting materials: IC1=CNC2=C1C(=NC=C2)OC (3-iodo-4-methoxy-1H-pyrrolo[3,2-c]pyridine), C1COCCOCCOCCOCCO1 (15-crown-5), [H-].[Na+] (sodium hydride), FC1=C(C(=CC(=C1)[N+](=O)[O-])F)F (1,2,3-trifluoro-5-nitrobenzene). Reported procedure: To a solution of 3-iodo-4-methoxy-1H-pyrrolo[3,2-c]pyridine (200 mg) in DMF (6 ml) were added 15-crown-5 (0.159 ml) and sodium hydride (60% dispersion in mineral oil, 32.1 mg), and the mixture was stirred at room temperature for 1 hr. To the reaction mixture was added 1,2,3-trifluoro-5-nitrobenzene (0.101 ml), and the mixture was stirred overnight at room temperature under nitrogen atmosphere. The reaction mixture was extracted with water and ethyl acetate, and the organic layer was washed with ... Run at time 1 hour. The solvent is CN(C)C=O (DMF). Starting materials: C(C)(C)(C)ON=O (t-butylnitrite), NC1=C(C=C(C#N)C=C1Br)Br (4-amino-3,5-dibromobenzonitrile). Run in CN(C=O)C (dimethylformamide), CN(C)C=O (DMF). Run at temperature 50 celsius, time 0.5 hour. Yields the product BrC=1C=C(C#N)C=C(C1)Br (3,5-Dibromobenzonitrile). As a reaction SMILES: C(ON=O)(C)(C)C.N[C:9]1[C:16]([Br:17])=[CH:15][C:12]([C:13]#[N:14])=[CH:11][C:10]=1[Br:18]>CN(C)C=O>[Br:17][C:16]1[CH:15]=[C:12]([CH:11]=[C:10]([Br:18])[CH:9]=1)[C:13]#[N:14]. Procedure details: To a stirred solution of t-butylnitrite (53.5 μL, 0.449 mmoles) in 1 ml sieve dried dimethylformamide at 50° C. under an atmosphere of nitrogen was added a solution of 4-amino-3,5-dibromobenzonitrile (50 mg, 0.179 mmoles) in 1 mL of DMF. The mixture was stirred at 50° C. for 0.5 hour and partitioned between diethyl ether, ice-water, and ammonium chloride. The organic phase was separated, washed with water and brine, dried over anhydrous sodium, filtered, and evaporated. Reactants: CN(CC(=O)OC(C)(C)C)c1ccc(Oc2ccc([N+](=O)[O-])cn2)c(C#N)c1, CCN=C=NCCCN(C)C, c1cc2c(cc1CN1CCNCC1)OCO2, ClCCl, Cl, CN(C)C=O, O, O, O=C(O)C(F)(F)F, On1nnc2ccccc21. Yields the product CN(CC(=O)N1CCN(Cc2ccc3c(c2)OCO3)CC1)c1ccc(Oc2ccc([N+](=O)[O-])cn2)c(C#N)c1. As a reaction SMILES: [C:1](#[N:2])[c:3]1[cH:4][c:5]([N:19]([CH2:20][C:21]([O:23][C:22]([CH3:24])([CH3:25])[CH3:26])=[O:27])[CH3:28])[cH:6][cH:7][c:8]1[O:9][c:10]1[n:11][cH:12][c:13]([N+:16](=[O:17])[O-:18])[cH:14][cH:15]1.[CH2:37]([N:38]=[C:39]=[N:40][CH2:41][CH2:42][CH2:43][N:44]([CH3:45])[CH3:46])[CH3:47].[CH2:59]([c:60]1[cH:61][c:62]2[c:66]([cH:67][cH:68]1)[O:65][CH2:64][O:63]2)[N:69]1[CH2:70][CH2:71][NH:72][CH2:73][CH2:74]1.[Cl:75][CH2:76][Cl:77].[ClH:36].[O:78]=[CH:79][N:80]([CH3:81])[CH3:82].[OH2:48].[OH2:83].[OH:29][C:30]([C:31]([F:32])([F:33])[F:34])=[O:35].[OH:49][n:50]1[c:51]2[cH:52][cH:53][cH:54][cH:55][c:56]2[n:57][n:58]1>>[C:1](#[N:2])[c:3]1[cH:4][c:5]([N:19]([CH2:20][C:21](=[O:23])[N:72]2[CH2:71][CH2:70][N:69]([CH2:59][c:60]3[cH:61][c:62]4[c:66]([cH:67][cH:68]3)[O:65][CH2:64][O:63]4)[CH2:74][CH2:73]2)[CH3:28])[cH:6][cH:7][c:8]1[O:9][c:10]1[n:11][cH:12][c:13]([N+:16](=[O:17])[O-:18])[cH:14][cH:15]1. Reactants: Cl (hydrochloric acid), C(CCC)OCCOC1=CC=C(C=C1)C=1C=CC2=C(C=C(CCCCN2CC(C)C)C(=O)OC)C1 (methyl 9-(4-(2-butoxyethoxy)phenyl)-1-isobutyl-2,3,4,5-tetrahydro-1H-1-benzoazonin-6-carboxylate), O1CCCC1 (tetrahydrofuran), [OH-].[Na+] (sodium hydroxide). The solvent is O (water), CO (methanol). Run at temperature 90 celsius, time 7 hour. The product is C(CCC)OCCOC1=CC=C(C=C1)C=1C=CC2=C(C=C(CCCCN2CC(C)C)C(=O)O)C1 (9-(4-(2-butoxyethoxy)phenyl)-1-isobutyl-2,3,4,5-tetrahydro-1H-1-benzoazonin-6-carboxylic acid). Yield: 97.2%. RXN SMILES: [CH2:1]([O:5][CH2:6][CH2:7][O:8][C:9]1[CH:14]=[CH:13][C:12]([C:15]2[CH:16]=[CH:17][C:18]3[N:26]([CH2:27][CH:28]([CH3:30])[CH3:29])[CH2:25][CH2:24][CH2:23][CH2:22][C:21]([C:31]([O:33]C)=[O:32])=[CH:20][C:19]=3[CH:35]=2)=[CH:11][CH:10]=1)[CH2:2][CH2:3][CH3:4].O1CCCC1.[OH-].[Na+].Cl>O.CO>[CH2:1]([O:5][CH2:6][CH2:7][O:8][C:9]1[CH:10]=[CH:11][C:12]([C:15]2[CH:16]=[CH:17][C:18]3[N:26]([CH2:27][CH:28]([CH3:30])[CH3:29])[CH2:25][CH2:24][CH2:23][CH2:22][C:21]([C:31]([OH:33])=[O:32])=[CH:20][C:19]=3[CH:35]=2)=[CH:13][CH:14]=1)[CH2:2][CH2:3][CH3:4] |f:2.3|. Procedure: To methyl 9-(4-(2-butoxyethoxy)phenyl)-1-isobutyl-2,3,4,5-tetrahydro-1H-1-benzoazonin-6-carboxylate (2.65 g) were added tetrahydrofuran (35 ml) and methanol (35 ml), followed by adding aqueous 1N sodium hydroxide solution (11.4 ml), and the mixture was stirred at 90° C. for 7 hours. After cooling to 0° C., water was added and the mixture was neutralized with 1N hydrochloric acid. After extracting with ethyl acetate, the organic layer was washed with saturated brine, and dried with magnesium sulf...